This data is from the Open Reaction Database (ORD), a public repository of structured organic reaction records. The task is: describe an organic reaction: reactants, conditions, products, and yield The reactants are ice, 1-N, Cl.C(C)O (hydrochloric acid ethanol), COC1=C(CN2CCN(CC2)C(=S)SC)C=CC(=C1OC)OC (methyl 4-(2,3,4-trimethoxybenzyl)-1-piperazinecarbodithioate). Run at time 3 hour. Yields the product Cl.COC1=C(CN2CCN(CC2)C(=S)SC)C=CC(=C1OC)OC (Methyl 4-(2,3,4-trimethoxybenzyl)-1-piperazinecarbodithioate hydrochloride). Isolated yield 87.3%. RXN SMILES: [CH3:1][O:2][C:3]1[C:19]([O:20][CH3:21])=[C:18]([O:22][CH3:23])[CH:17]=[CH:16][C:4]=1[CH2:5][N:6]1[CH2:11][CH2:10][N:9]([C:12]([S:14][CH3:15])=[S:13])[CH2:8][CH2:7]1.[ClH:24].C(O)C>>[ClH:24].[CH3:1][O:2][C:3]1[C:19]([O:20][CH3:21])=[C:18]([O:22][CH3:23])[CH:17]=[CH:16][C:4]=1[CH2:5][N:6]1[CH2:11][CH2:10][N:9]([C:12]([S:14][CH3:15])=[S:13])[CH2:8][CH2:7]1 |f:1.2,3.4|. Procedure details: To 1.6 g of methyl 4-(2,3,4-trimethoxybenzyl)-1-piperazinecarbodithioate was dropwise added under chilling with ice 9 ml of 1-N hydrochloric acid-ethanol. The mixture was then stirred for 3 hours at room temperature. Precipitated crystals were collected by filtration and washed with ethanol to give 1.5 g of the desired hydrochloride as a white powder, m.p. 182°-184° C. (decomp.), yield 87.3%. Starting materials: COC1=C(C(=CC=C1)OC)O (2,6-dimethoxyphenol), C1(OCCO1)=O (ethylene carbonate), C([O-])([O-])=O.[K+].[K+] (potassium carbonate). Run in C1(=CC=CC=C1)C (toluene). Yields the product COC1=C(OC(C)O)C(=CC=C1)OC (2,6-Dimethoxyphenoxyethanol). Yield: 100.7%. Reaction SMILES: [CH3:1][O:2][C:3]1[CH:8]=[CH:7][CH:6]=[C:5]([O:9][CH3:10])[C:4]=1[OH:11].C1(=O)O[CH2:15][CH2:14][O:13]1.C(=O)([O-])[O-].[K+].[K+]>C1(C)C=CC=CC=1>[CH3:10][O:9][C:5]1[CH:6]=[CH:7][CH:8]=[C:3]([O:2][CH3:1])[C:4]=1[O:11][CH:14]([OH:13])[CH3:15] |f:2.3.4|. Procedure: A mixture of 6.0 g of 2,6-dimethoxyphenol, 6.8 g of ethylene carbonate and 5.4 g of potassium carbonate in 40 ml of toluene was refluxed for 17 hours. After cooling, toluene solution was separated, dried (Na2SO4) and solvent was evaporated. 7.77 g of desired compound was obtained. Reactants: Br.BrC=1C=NC=2N(C1)CC(N2)(O)C(F)(F)F (6-bromo-2-trifluoromethyl-2,3-dihydroimidazo[1,2-a]pyrimidin-2-ol hydrobromide). The solvent is C(C)O (ethanol). Yields the product BrC=1C=NC=2N(C1)C=C(N2)C(F)(F)F (6-bromo-2-trifluoromethyl-imidazo[1,2-a]pyrimidine). The yield is 76.4%. As a reaction SMILES: Br.[Br:2][C:3]1[CH:4]=[N:5][C:6]2[N:7]([CH2:9][C:10]([C:13]([F:16])([F:15])[F:14])(O)[N:11]=2)[CH:8]=1>C(O)C>[Br:2][C:3]1[CH:4]=[N:5][C:6]2[N:7]([CH:9]=[C:10]([C:13]([F:16])([F:15])[F:14])[N:11]=2)[CH:8]=1 |f:0.1|. Procedure: A mixture of 0.97 g of resulting 6-bromo-2-trifluoromethyl-2,3-dihydroimidazo[1,2-a]pyrimidin-2-ol hydrobromide and 10 ml of ethanol was stirred under heat-reflux for 5 hours. The cooled reaction mixture was concentrated under reduced pressure, then water was added, and the mixture was extracted with ethyl acetate. The resulting matter was dried over anhydrous sodium sulfate and concentrated under reduced pressure. The resulting residue was applied to a silica gel column chromatography to obtain... Reactants: Br, COc1ccc2c3c(c(NCCN(C)C)nc2c1)C(=O)c1ccccc1-3, CC(=O)O. Yields the product CN(C)CCNc1nc2cc(O)ccc2c2c1C(=O)c1ccccc1-2. Reaction SMILES: [BrH:27].[CH3:1][N:2]([CH3:3])[CH2:4][CH2:5][NH:6][c:7]1[n:8][c:9]2[cH:10][c:11]([O:25][CH3:26])[cH:12][cH:13][c:14]2[c:15]2[c:16]1[C:17](=[O:24])[c:18]1[cH:19][cH:20][cH:21][cH:22][c:23]1-2.[CH3:28][C:29](=[O:30])[OH:31]>>[CH3:1][N:2]([CH3:3])[CH2:4][CH2:5][NH:6][c:7]1[n:8][c:9]2[cH:10][c:11]([OH:25])[cH:12][cH:13][c:14]2[c:15]2[c:16]1[C:17](=[O:24])[c:18]1[cH:19][cH:20][cH:21][cH:22][c:23]1-2.